The task is: describe an organic reaction: reactants, conditions, products, and yield. This data is from the Open Reaction Database (ORD), a public repository of structured organic reaction records. Reactants: N1=CC=C(C=C1)CC(=O)C=1C=C(C=CC1)C (2-pyridin-4-yl-1-m-tolyl-ethanone), Cl.O(C)N (methoxylamine hydrochloride), oxime. The reagents and catalysts are [Pd] (Pd/C). Solvent: FC(C(=O)O)(F)F (trifluoroacetic acid). Reaction conditions: time 14 hour. Yields the product oxime, N1=CC=C(C=C1)CC(C=1C=C(C=CC1)C)N (2-Pyridin-4-yl-1-m-tolyl-ethylamine). RXN SMILES: [N:1]1[CH:6]=[CH:5][C:4]([CH2:7][C:8]([C:10]2[CH:11]=[C:12]([CH3:16])[CH:13]=[CH:14][CH:15]=2)=O)=[CH:3][CH:2]=1.Cl.O([NH2:20])C>FC(F)(F)C(O)=O.[Pd]>[N:1]1[CH:6]=[CH:5][C:4]([CH2:7][CH:8]([NH2:20])[C:10]2[CH:11]=[C:12]([CH3:16])[CH:13]=[CH:14][CH:15]=2)=[CH:3][CH:2]=1 |f:1.2|. Procedure details: The intermediate oxime was prepared from 2-pyridin-4-yl-1-m-tolyl-ethanone (crude) and methoxylamine hydrochloride (8.00 g, 95.78 mmol) according to the protocol described in general procedure B. The oxime was then dissolved in trifluoroacetic acid (30.00 mL) and Pd/C (0.80 g) was added. The reaction mixture was hydrogenated under 50 psi for 14 hours, then filtered and concentrated. The residue was basified with 5M sodium hydroxide and extracted with methylene chloride. The combined organic phas...